This data is from the Open Reaction Database (ORD), a public repository of structured organic reaction records. The task is: describe an organic reaction: reactants, conditions, products, and yield Reactants: CC(O)C1CN(Cc2ccccc2)CC1c1ccc(Cl)c(Cl)c1, C1CCOC1, Oc1ccc(C(F)(F)F)cn1, c1ccc(P(c2ccccc2)c2ccccc2)cc1. The product is CC(Oc1ccc(C(F)(F)F)cn1)C1CN(Cc2ccccc2)CC1c1ccc(Cl)c(Cl)c1. As a reaction SMILES: [CH2:31]([c:32]1[cH:33][cH:34][cH:35][cH:36][cH:37]1)[N:38]1[CH2:39][CH:40]([CH:51]([CH3:52])[OH:53])[CH:41]([c:43]2[cH:44][c:45]([Cl:50])[c:46]([Cl:49])[cH:47][cH:48]2)[CH2:42]1.[CH2:54]1[O:55][CH2:56][CH2:57][CH2:58]1.[F:20][C:21]([c:22]1[cH:23][cH:24][c:25]([OH:28])[n:26][cH:27]1)([F:29])[F:30].[c:1]1([P:2]([c:3]2[cH:4][cH:5][cH:6][cH:7][cH:8]2)[c:9]2[cH:10][cH:11][cH:12][cH:13][cH:14]2)[cH:15][cH:16][cH:17][cH:18][cH:19]1>>[F:20][C:21]([c:22]1[cH:23][cH:24][c:25]([O:28][CH:51]([CH:40]2[CH2:39][N:38]([CH2:31][c:32]3[cH:33][cH:34][cH:35][cH:36][cH:37]3)[CH2:42][CH:41]2[c:43]2[cH:44][c:45]([Cl:50])[c:46]([Cl:49])[cH:47][cH:48]2)[CH3:52])[n:26][cH:27]1)([F:29])[F:30]. Reactants: COC([C@H](CCC(=O)N1C[C@H](C2(CC2)CC1)O)N1C([C@@H](NCC1)C)=O)=O ((S)-5-((S)-4-hydroxy-6-aza-spiro[2.5]oct-6-yl)-2-((S)-3-methyl-2-oxo-piperazin-1-yl)-5-oxo-pentanoic acid methyl ester), ClC1=C(C=CC(=C1)N=C=O)OC(F)(F)F (2-chloro-4-isocyanato-1-trifluoromethoxy-benzene), ClC1=C(C=CC(=C1)N=C=O)OC(F)(F)F (2-chloro-4-isocyanato-1-trifluoromethoxy-benzene), COC([C@H](CCC(=O)N1C[C@H](C2(CC2)CC1)O)N1C([C@@H](NCC1)C)=O)=O ((S)-5-((S)-4-hydroxy-6-aza-spiro[2.5]oct-6-yl)-2-((S)-3-methyl-2-oxo-piperazin-1-yl)-5-oxo-pentanoic acid methyl ester), CN1CCOCC1 (4-methylmorpholine). Yields the product COC([C@H](CCC(=O)N1C[C@H](C2(CC2)CC1)O)N1C([C@@H](N(CC1)C(NC1=CC(=C(C=C1)OC(F)(F)F)Cl)=O)C)=O)=O ((S)-2-[(S)-4-(3-Chloro-4-trifluoromethoxy-phenylcarbamoyl)-3-methyl-2-oxo-piperazin-1-yl]-5-((S)-4-hydroxy-6-aza-spiro[2.5]oct-6-yl)-5-oxo-pentanoic acid methyl ester). The yield is 67.0%. Reaction SMILES: [CH3:1][O:2][C:3](=[O:26])[C@@H:4]([N:18]1[CH2:23][CH2:22][NH:21][C@@H:20]([CH3:24])[C:19]1=[O:25])[CH2:5][CH2:6][C:7]([N:9]1[CH2:16][CH2:15][C:12]2([CH2:14][CH2:13]2)[C@H:11]([OH:17])[CH2:10]1)=[O:8].CN1CCOCC1.[Cl:34][C:35]1[CH:40]=[C:39]([N:41]=[C:42]=[O:43])[CH:38]=[CH:37][C:36]=1[O:44][C:45]([F:48])([F:47])[F:46]>>[CH3:1][O:2][C:3](=[O:26])[C@@H:4]([N:18]1[CH2:23][CH2:22][N:21]([C:42](=[O:43])[NH:41][C:39]2[CH:38]=[CH:37][C:36]([O:44][C:45]([F:47])([F:48])[F:46])=[C:35]([Cl:34])[CH:40]=2)[C@@H:20]([CH3:24])[C:19]1=[O:25])[CH2:5][CH2:6][C:7]([N:9]1[CH2:16][CH2:15][C:12]2([CH2:14][CH2:13]2)[C@H:11]([OH:17])[CH2:10]1)=[O:8]. Procedure: In analogy to the procedure described in Example 30, (S)-5-((S)-4-hydroxy-6-aza-spiro[2.5]oct-6-yl)-2-((S)-3-methyl-2-oxo-piperazin-1-yl)-5-oxo-pentanoic acid methyl ester (intermediate 29) with 3 eq. of 4-methylmorpholine and 1.2 eq. of 2-chloro-4-isocyanato-1-trifluoromethoxy-benzene (intermediate 17) gave the titled compound in 67% yield as white foam. MS: 605.20 (MH+, Cl). Reactants: N#Cc1cccc(CCl)c1, O=C([O-])[O-], CCOC(C)=O, [Cs+], [Cs+], CC(C)CN(CC(O)C(Cc1ccc(O)cc1)NC(=O)OC1COC2OCCC12)S(=O)(=O)c1ccc2c(c1)OCCO2, CN(C)C=O. Product: CC(C)CN(CC(O)C(Cc1ccc(OCc2cccc(C#N)c2)cc1)NC(=O)OC1COC2OCCC12)S(=O)(=O)c1ccc2c(c1)OCCO2. Reaction SMILES: [C:43](#[N:44])[c:45]1[cH:46][c:47]([CH2:48][Cl:49])[cH:50][cH:51][cH:52]1.[C:53](=[O:54])([O-:55])[O-:56].[CH3:64][CH2:65][O:66][C:67](=[O:68])[CH3:69].[Cs+:57].[Cs+:58].[O:1]1[CH2:2][CH2:3][O:4][c:5]2[c:6]1[cH:7][cH:8][c:9]([S:11](=[O:12])(=[O:13])[N:14]([CH2:15][CH:16]([CH:17]([CH2:18][c:19]1[cH:20][cH:21][c:22]([OH:25])[cH:23][cH:24]1)[NH:26][C:27]([O:28][CH:29]1[CH2:30][O:31][CH:32]3[O:33][CH2:34][CH2:35][CH:36]13)=[O:37])[OH:38])[CH2:39][CH:40]([CH3:41])[CH3:42])[cH:10]2.[O:59]=[CH:60][N:61]([CH3:62])[CH3:63]>>[O:1]1[CH2:2][CH2:3][O:4][c:5]2[c:6]1[cH:7][cH:8][c:9]([S:11](=[O:12])(=[O:13])[N:14]([CH2:15][CH:16]([CH:17]([CH2:18][c:19]1[cH:20][cH:21][c:22]([O:25][CH2:48][c:47]3[cH:46][c:45]([C:43]#[N:44])[cH:52][cH:51][cH:50]3)[cH:23][cH:24]1)[NH:26][C:27]([O:28][CH:29]1[CH2:30][O:31][CH:32]3[O:33][CH2:34][CH2:35][CH:36]13)=[O:37])[OH:38])[CH2:39][CH:40]([CH3:41])[CH3:42])[cH:10]2. Yields the product N#Cc1cccc(COc2cccc3c2CCNC3)c1, Cl. As a reaction SMILES: [C:1](#[N:2])[c:3]1[cH:4][c:5]([CH2:6][O:7][c:8]2[c:9]3[c:14]([cH:15][cH:16][cH:17]2)[CH2:13][N:12]([C:18]([O:19][C:20]([CH3:21])([CH3:22])[CH3:23])=[O:24])[CH2:11][CH2:10]3)[cH:25][cH:26][cH:27]1.[CH3:35][C:36]#[N:37].[ClH:28].[O:29]1[CH2:30][CH2:31][O:32][CH2:33][CH2:34]1>>[C:1](#[N:2])[c:3]1[cH:4][c:5]([CH2:6][O:7][c:8]2[c:9]3[c:14]([cH:15][cH:16][cH:17]2)[CH2:13][NH:12][CH2:11][CH2:10]3)[cH:25][cH:26][cH:27]1.[ClH:28]. Starting materials: CC(C)(C)OC(=O)N1CCc2c(cccc2OCc2cccc(C#N)c2)C1, CC#N, Cl, C1COCCO1. Starting materials: CC(C)OC1=C(N)C=CC(=C1)OC1=NC=C(C=C1)S(=O)(=O)C (2-(1-methylethoxy)-4-{[5-(methylsulfonyl)pyridin-2-yl]oxy}aniline), CC(C(=O)OCC)C(C)=O (ethyl 2-methyl-3-oxobutanoate), [OH-].[K+] (potassium hydroxide), N(=O)[O-].[Na+] (sodium nitrite), Cl (hydrochloric acid). The solvent is O (water), C(C)O (ethanol), O (water), C(C)#N (acetonitrile), C(C)O (ethanol). Conditions: temperature -5 celsius, time 30 minute. Product: CC(C)OC1=C(C=CC(=C1)OC1=NC=C(C=C1)S(=O)(=O)C)NN=C(C(=O)OCC)C (Ethyl 2-{[2-(1-methylethoxy)-4-{[5-(methylsulfonyl)pyridin-2-yl]oxy}phenyl]hydrazono}propanoate). RXN SMILES: [CH3:1][CH:2]([O:4][C:5]1[CH:11]=[C:10]([O:12][C:13]2[CH:18]=[CH:17][C:16]([S:19]([CH3:22])(=[O:21])=[O:20])=[CH:15][N:14]=2)[CH:9]=[CH:8][C:6]=1[NH2:7])[CH3:3].Cl.[N:24]([O-])=O.[Na+].[CH3:28][CH:29](C(=O)C)[C:30]([O:32][CH2:33][CH3:34])=[O:31].[OH-].[K+]>C(#N)C.C(O)C.O>[CH3:3][CH:2]([O:4][C:5]1[CH:11]=[C:10]([O:12][C:13]2[CH:18]=[CH:17][C:16]([S:19]([CH3:22])(=[O:20])=[O:21])=[CH:15][N:14]=2)[CH:9]=[CH:8][C:6]=1[NH:7][N:24]=[C:29]([CH3:28])[C:30]([O:32][CH2:33][CH3:34])=[O:31])[CH3:1] |f:2.3,5.6|. Procedure: To a stirring suspension of 2-(1-methylethoxy)-4-{[5-(methylsulfonyl)pyridin-2-yl]oxy}aniline (32 g) in a mixture of acetonitrile (50 mL) and ethanol (100 mL) was added a concentrated hydrochloric acid (30 mL) at 0° C. After cooling to −5° C., a solution of sodium nitrite (8.2 g) in water (25 mL) was added dropwise to the mixture with keeping the temperature. below 0° C. The mixture was stirred at −10 to −5° C. for 30 min. The mixture was added to a mixture of ethyl 2-methyl-3-oxobutanoate (15.7... Starting materials: O=C(O)C1CC(Cl)C1, Cl, NC1CCC(CCN2CCC(c3cccc4c3OCO4)CC2)CC1. Yields the product O=C(NC1CCC(CCN2CCC(c3cccc4c3OCO4)CC2)CC1)C1CC(Cl)C1. As a reaction SMILES: [Cl:26][CH:27]1[CH2:28][CH:29]([C:31](=[O:32])[OH:33])[CH2:30]1.[ClH:1].[O:2]1[CH2:3][O:4][c:5]2[c:6]1[cH:7][cH:8][cH:9][c:10]2[CH:11]1[CH2:12][CH2:13][N:14]([CH2:17][CH2:18][CH:19]2[CH2:20][CH2:21][CH:22]([NH2:25])[CH2:23][CH2:24]2)[CH2:15][CH2:16]1>>[O:2]1[CH2:3][O:4][c:5]2[c:6]1[cH:7][cH:8][cH:9][c:10]2[CH:11]1[CH2:12][CH2:13][N:14]([CH2:17][CH2:18][CH:19]2[CH2:20][CH2:21][CH:22]([NH:25][C:31]([CH:29]3[CH2:28][CH:27]([Cl:26])[CH2:30]3)=[O:32])[CH2:23][CH2:24]2)[CH2:15][CH2:16]1.